From a dataset of the Open Reaction Database (ORD), a public repository of structured organic reaction records. describe an organic reaction: reactants, conditions, products, and yield The reactants are BrC1C(N(CC1)C)=O (3-bromo-1-methyl-pyrrolidin-2-one), BrC1C(N(CC1)C)=O (3-bromo-1-methyl-pyrrolidin-2-one), OC=1C=C(C(=O)OC)C=C(C1)OCC1=CC=CC=C1 (Methyl 3-hydroxy-5-phenylmethoxy-benzoate), C([O-])([O-])=O.[K+].[K+] (potassium carbonate). Run in CN(C)C=O (DMF). Conditions: time 16 hour. The product is CN1C([C@@H](CC1)OC=1C=C(C(=O)OC)C=C(C1)OCC1=CC=CC=C1)=O (Methyl 3-[(3R)-1-methyl-2-oxo-pyrrolidin-3-yl]oxy-5-phenylmethoxy-benzoate). RXN SMILES: [OH:1][C:2]1[CH:3]=[C:4]([CH:9]=[C:10]([O:12][CH2:13][C:14]2[CH:19]=[CH:18][CH:17]=[CH:16][CH:15]=2)[CH:11]=1)[C:5]([O:7][CH3:8])=[O:6].Br[CH:21]1[CH2:25][CH2:24][N:23]([CH3:26])[C:22]1=[O:27].C(=O)([O-])[O-].[K+].[K+]>CN(C=O)C>[CH3:26][N:23]1[CH2:24][CH2:25][C@@H:21]([O:1][C:2]2[CH:3]=[C:4]([CH:9]=[C:10]([O:12][CH2:13][C:14]3[CH:19]=[CH:18][CH:17]=[CH:16][CH:15]=3)[CH:11]=2)[C:5]([O:7][CH3:8])=[O:6])[C:22]1=[O:27] |f:2.3.4|. Reported procedure: Methyl 3-hydroxy-5-phenylmethoxy-benzoate (CAS no. 54915-31-0) (10.3 g, 40 mmol) and 3-bromo-1-methyl-pyrrolidin-2-one (Intermediate 4) (8.54 g, 48 mmol) were dissolved in DMF and treated with potassium carbonate (12.1 g, 88 mmol) and stirred at room temperature for 16 hours and then at 50° C. for 3 hours. The DMF was evaporated under reduced pressure and the residue partitioned between ethyl acetate (100 mL) and water (30 mL). The organic layer was separated, washed with brine (30 mL), dried (M... Procedure details: Part A: To a solution of the protected hydroxamate of Example 25, part B (2.9 g, 7.5 mmol) in DMF (10 mL) was added 4-(1,2,4-triazol-1-yl)phenol (2.47 g, 15 mmol) in DMF (5 mL) followed by Cs2CO3 (7.33 g, 22.5 mmol), and the solution was heated at 95 degrees Celsius for 5 hours. The solution was concentrated in vacuo and the residue was partitioned between ethyl acetate and H2O. The organic layer was washed with saturated NaCl and dried over Na2SO4. Chromatography (on silica, ethyl acetate/hexan... Product: Cl.ONC(=O)C1(CCOCC1)S(=O)(=O)C1=CC=C(C=C1)OC1=CC=C(C=C1)N1N=CN=C1 (Tetrahydro-N-hydroxy-4-[[4-[4-(1H-1,2,4-triazol-1-yl)phenoxy]-phenyl]-sulfonyl]-2H-pyran-4-carboxamide, monohydrochloride). RXN SMILES: [Cl:1]C1C=CC(S[C:9]2[CH:14]=[CH:13][C:12]([S:15]([C:18]3([C:24]([NH:26][OH:27])=[O:25])[CH2:23][CH2:22][O:21][CH2:20][CH2:19]3)(=[O:17])=[O:16])=[CH:11][CH:10]=2)=CC=1.[N:28]1([C:33]2[CH:38]=[CH:37][C:36]([OH:39])=[CH:35][CH:34]=2)[CH:32]=[N:31][CH:30]=[N:29]1.C([O-])([O-])=O.[Cs+].[Cs+]>CN(C=O)C>[ClH:1].[OH:27][NH:26][C:24]([C:18]1([S:15]([C:12]2[CH:13]=[CH:14][C:9]([O:39][C:36]3[CH:35]=[CH:34][C:33]([N:28]4[CH:32]=[N:31][CH:30]=[N:29]4)=[CH:38][CH:37]=3)=[CH:10][CH:11]=2)(=[O:16])=[O:17])[CH2:19][CH2:20][O:21][CH2:22][CH2:23]1)=[O:25] |f:2.3.4,6.7|. The yield is 80.0%. Reactants: C(=O)([O-])[O-].[Cs+].[Cs+] (Cs2CO3), ClC1=CC=C(C=C1)SC1=CC=C(C=C1)S(=O)(=O)C1(CCOCC1)C(=O)NO (4-[[4-[(4-chlorophenyl)thio]phenyl]sulfonyl]tetrahydro-N-hydroxy-2H-pyran-4-carboxamide), N1(N=CN=C1)C1=CC=C(C=C1)O (4-(1,2,4-triazol-1-yl)phenol). Solvent: CN(C)C=O (DMF), CN(C)C=O (DMF). Starting materials: CC(O)=S, O=C(OCc1ccccc1)N1CCCCC1CCO, CC(C)OC(=O)N=NC(=O)OC(C)C, C1CCOC1, c1ccc(P(c2ccccc2)c2ccccc2)cc1. Yields the product O=C(OCc1ccccc1)N1CCCCC1CCS. As a reaction SMILES: [C:53]([OH:54])(=[S:55])[CH3:56].[CH2:34]([c:35]1[cH:36][cH:37][cH:38][cH:39][cH:40]1)[O:41][C:42](=[O:43])[N:44]1[CH:45]([CH2:50][CH2:51][OH:52])[CH2:46][CH2:47][CH2:48][CH2:49]1.[O:20]=[C:21]([O:22][CH:23]([CH3:24])[CH3:25])[N:26]=[N:27][C:28]([O:29][CH:30]([CH3:31])[CH3:32])=[O:33].[O:57]1[CH2:58][CH2:59][CH2:60][CH2:61]1.[c:1]1([P:2]([c:3]2[cH:4][cH:5][cH:6][cH:7][cH:8]2)[c:9]2[cH:10][cH:11][cH:12][cH:13][cH:14]2)[cH:15][cH:16][cH:17][cH:18][cH:19]1>>[CH2:34]([c:35]1[cH:36][cH:37][cH:38][cH:39][cH:40]1)[O:41][C:42](=[O:43])[N:44]1[CH:45]([CH2:50][CH2:51][SH:55])[CH2:46][CH2:47][CH2:48][CH2:49]1. The reactants are C[Si](C)(C)C#CCBr, C1CCOC1, CC(C)[N-]C(C)C, [Li+], c1cncc(Cc2cccnc2)c1. Yields the product C[Si](C)(C)C#CCC(c1cccnc1)c1cccnc1. Reaction SMILES: [Br:22][CH2:23][C:24]#[C:25][Si:26]([CH3:27])([CH3:28])[CH3:29].[CH2:30]1[O:31][CH2:32][CH2:33][CH2:34]1.[CH3:15][CH:16]([N-:17][CH:18]([CH3:19])[CH3:20])[CH3:21].[Li+:14].[n:1]1[cH:2][c:3]([CH2:7][c:8]2[cH:9][n:10][cH:11][cH:12][cH:13]2)[cH:4][cH:5][cH:6]1>>[n:1]1[cH:2][c:3]([CH:7]([c:8]2[cH:9][n:10][cH:11][cH:12][cH:13]2)[CH2:23][C:24]#[C:25][Si:26]([CH3:27])([CH3:28])[CH3:29])[cH:4][cH:5][cH:6]1. Starting materials: COCC1=CC(=C(C=C1)C(C(=O)OC(C)(C)C)C(=O)OC(C)(C)C)[N+](=O)[O-] (bis(1,1-dimethylethyl) {4-[(methyloxy)methyl]-2-nitrophenyl}propanedioate). Reagents/catalysts: [Pd] (palladium on carbon). The solvent is C(C)O (ethanol). Conditions: time 16 hour. Product: NC1=C(C=CC(=C1)COC)C(C(=O)OC(C)(C)C)C(=O)OC(C)(C)C (bis(1,1-Dimethylethyl) {2-amino-4-[(methyloxy)methyl]phenyl}propanedioate). The yield is 96.0%. Reaction SMILES: [CH3:1][O:2][CH2:3][C:4]1[CH:9]=[CH:8][C:7]([CH:10]([C:18]([O:20][C:21]([CH3:24])([CH3:23])[CH3:22])=[O:19])[C:11]([O:13][C:14]([CH3:17])([CH3:16])[CH3:15])=[O:12])=[C:6]([N+:25]([O-])=O)[CH:5]=1>[Pd].C(O)C>[NH2:25][C:6]1[CH:5]=[C:4]([CH2:3][O:2][CH3:1])[CH:9]=[CH:8][C:7]=1[CH:10]([C:11]([O:13][C:14]([CH3:17])([CH3:16])[CH3:15])=[O:12])[C:18]([O:20][C:21]([CH3:22])([CH3:23])[CH3:24])=[O:19]. Procedure details: A mixture of bis(1,1-dimethylethyl) {4-[(methyloxy)methyl]-2-nitrophenyl}propanedioate (D123) (1.30 g, 3.41 mmol) and palladium on carbon (0.181 g, 0.170 mmol) in ethanol (30 mL) was stirred under hydrogen at atmospheric pressure for 16 hr. The catalyst was removed by filtration through celite and the filtrate concentrated to dryness under vacuum to afford the crude title compound as a thick yellow oil 1.15 g, 96%. Reactants: COC(=O)CC1Nc2ccc(C(=O)NCc3cccnc3)cc2CN(C)C1=O, CO, [Na+], [OH-]. The product is CN1Cc2cc(C(=O)NCc3cccnc3)ccc2NC(CC(=O)O)C1=O. Reaction SMILES: [CH3:1][N:2]1[C:3](=[O:28])[CH:4]([CH2:23][C:24](=[O:25])[O:26][CH3:27])[NH:5][c:6]2[c:7]([cH:9][c:10]([C:13](=[O:14])[NH:15][CH2:16][c:17]3[cH:18][n:19][cH:20][cH:21][cH:22]3)[cH:11][cH:12]2)[CH2:8]1.[CH3:31][OH:32].[Na+:30].[OH-:29]>>[CH3:1][N:2]1[C:3](=[O:28])[CH:4]([CH2:23][C:24](=[O:25])[OH:26])[NH:5][c:6]2[c:7]([cH:9][c:10]([C:13](=[O:14])[NH:15][CH2:16][c:17]3[cH:18][n:19][cH:20][cH:21][cH:22]3)[cH:11][cH:12]2)[CH2:8]1. Reactants: COC(=O)C#CC1(O)CCN(C(=O)OC(C)(C)C)CC1, ClCCl, O=S(=O)(OS(=O)(=O)C(F)(F)F)C(F)(F)F, [Na+], O=C([O-])O, c1ccncc1. Yields the product COC(=O)C#CC1=CCN(C(=O)OC(C)(C)C)CC1. RXN SMILES: [C:22]([CH3:23])([CH3:24])([CH3:25])[O:26][C:27](=[O:28])[N:29]1[CH2:30][CH2:31][C:32]([C:35]#[C:36][C:37](=[O:38])[O:39][CH3:40])([OH:41])[CH2:33][CH2:34]1.[Cl:47][CH2:48][Cl:49].[F:7][C:8]([S:9]([O:10][S:11]([C:12]([F:13])([F:14])[F:15])(=[O:16])=[O:17])(=[O:18])=[O:19])([F:20])[F:21].[Na+:42].[OH:43][C:44](=[O:45])[O-:46].[cH:1]1[cH:2][cH:3][n:4][cH:5][cH:6]1>>[C:22]([CH3:23])([CH3:24])([CH3:25])[O:26][C:27](=[O:28])[N:29]1[CH2:30][CH:31]=[C:32]([C:35]#[C:36][C:37](=[O:38])[O:39][CH3:40])[CH2:33][CH2:34]1. Starting materials: CC(C)(C)OC(=O)C1(CN)CCC1, CN(C)c1ccncc1, COC(=O)c1cccc(S(=O)(=O)Cl)c1, ClCCl. The product is COC(=O)c1cccc(S(=O)(=O)NCC2(C(=O)OC(C)(C)C)CCC2)c1. Reaction SMILES: [C:1]([CH3:2])([CH3:3])([CH3:4])[O:5][C:6](=[O:7])[C:8]1([CH2:12][NH2:13])[CH2:9][CH2:10][CH2:11]1.[CH3:31][N:32]([c:33]1[cH:34][cH:35][n:36][cH:37][cH:38]1)[CH3:39].[Cl:14][S:15](=[O:16])(=[O:17])[c:18]1[cH:19][c:20]([C:21](=[O:22])[O:23][CH3:24])[cH:25][cH:26][cH:27]1.[Cl:28][CH2:29][Cl:30]>>[C:1]([CH3:2])([CH3:3])([CH3:4])[O:5][C:6](=[O:7])[C:8]1([CH2:12][NH:13][S:15](=[O:16])(=[O:17])[c:18]2[cH:19][c:20]([C:21](=[O:22])[O:23][CH3:24])[cH:25][cH:26][cH:27]2)[CH2:9][CH2:10][CH2:11]1.